This data is from the Open Reaction Database (ORD), a public repository of structured organic reaction records. The task is: describe an organic reaction: reactants, conditions, products, and yield The reactants are CCCCOC(=O)C=O, COC, C=CC(N)=O, Oc1ccc(O)cc1. Product: C=CC(=O)NC(O)C(=O)OCCCC. As a reaction SMILES: [C:1]([CH:2]=[O:3])(=[O:4])[O:5][CH2:6][CH2:7][CH2:8][CH3:9].[CH3:15][O:16][CH3:17].[NH2:10][C:11](=[O:12])[CH:13]=[CH2:14].[OH:18][c:19]1[cH:20][cH:21][c:22]([OH:23])[cH:24][cH:25]1>>[C:1]([CH:2]([OH:3])[NH:10][C:11](=[O:12])[CH:13]=[CH2:14])(=[O:4])[O:5][CH2:6][CH2:7][CH2:8][CH3:9]. The reactants are CC(=O)O[BH-](OC(C)=O)OC(C)=O, CC(=O)O, Nc1nc[nH]n1, [Na+], O=C1CCC2(CC1)OCCO2, O. Yields the product c1nnc(NC2CCC3(CC2)OCCO3)[nH]1. RXN SMILES: [C:18]([O:19][BH-:20]([O:21][C:22](=[O:23])[CH3:24])[O:25][C:26](=[O:27])[CH3:28])(=[O:29])[CH3:30].[CH3:33][C:34](=[O:35])[OH:36].[NH2:1][c:2]1[n:3][cH:4][nH:5][n:6]1.[Na+:31].[O:7]1[CH2:8][CH2:9][O:10][C:11]12[CH2:12][CH2:13][C:14](=[O:17])[CH2:15][CH2:16]2.[OH2:32]>>[NH:1]([c:2]1[nH:3][cH:4][n:5][n:6]1)[CH:14]1[CH2:13][CH2:12][C:11]2([O:7][CH2:8][CH2:9][O:10]2)[CH2:16][CH2:15]1. The reactants are C(C=1C(N)=CC=CC1)(=O)OC (methyl anthranilate), stannous chloride, FC1=C(C#N)C=C(C=C1)[N+](=O)[O-] (2-fluoro-5-nitrobenzonitrile), CN (methylamine). Run in C(C)O (ethanol). Yields the product Compound 245, NC=1C=C2C=CNC2=CC1 (5-amino indole). As a reaction SMILES: F[C:2]1[CH:9]=[CH:8][C:7]([N+:10]([O-])=O)=[CH:6][C:3]=1[C:4]#N.CN.C(OC)(=O)C1[C:17](=CC=CC=1)[NH2:18]>C(O)C>[NH2:10][C:7]1[CH:6]=[C:3]2[C:2](=[CH:9][CH:8]=1)[NH:18][CH:17]=[CH:4]2. Procedure: Compound 245 was prepared using methods shown in Example 1, wherein 2-fluoro-5-nitrobenzonitrile and methylamine were used in Step A and methyl anthranilate was used in Step D. Reduction of the 5-nitro group was carried out using stannous chloride in ethanol to provide the corresponding 5-amino indole intermediate. Dimethylation of the 5-amino group was carried out using aqueous formaldehyde solution (37% w/w, 10 eq.) and MP-cyanoborohydride resion (2.42 mmol/g, 1.5 eq.) in methanol:acetic acid ... Starting materials: BrC1(CC=C(C(=O)NC2CC3=CC=CC=C3C2)C=C1)F (4-bromo-N-indan-2-yl-4-fluoro-benzamide), FC1=CC=C(C=C)C=C1 (para-fluorostyrene), Cl (HCl). Reagents/catalysts: C(C)(=O)[O-].[Pd+2].C(C)(=O)[O-] (palladium-(II)-acetate), C1(=C(C=CC=C1)P(C1=C(C=CC=C1)C)C1=C(C=CC=C1)C)C (tri-o-tolyl phosphine). Solvent: C(C)N(CC)CC (triethylamine). The product is FC1=CC=C(C(=O)NC2CC3=CC=CC(=C3C2)C=CC2=CC=C(C=C2)F)C=C1 (4-fluoro-N-{4-[2-(4-fluoro-phenyl)-vinyl]-indan-2-yl}-benzamide). The yield is 90.0%. As a reaction SMILES: Br[C:2]1([F:20])[CH:19]=[CH:18][C:5]([C:6]([NH:8][CH:9]2[CH2:17][C:16]3[C:11](=[CH:12][CH:13]=[CH:14][CH:15]=3)[CH2:10]2)=[O:7])=[CH:4][CH2:3]1.[F:21][C:22]1[CH:29]=[CH:28][C:25]([CH:26]=[CH2:27])=[CH:24][CH:23]=1.Cl>C(N(CC)CC)C.C([O-])(=O)C.[Pd+2].C([O-])(=O)C.C1(C)C=CC=CC=1P(C1C=CC=CC=1C)C1C=CC=CC=1C>[F:20][C:2]1[CH:19]=[CH:18][C:5]([C:6]([NH:8][CH:9]2[CH2:17][C:16]3[C:11](=[CH:12][CH:13]=[CH:14][C:15]=3[CH:27]=[CH:26][C:25]3[CH:28]=[CH:29][C:22]([F:21])=[CH:23][CH:24]=3)[CH2:10]2)=[O:7])=[CH:4][CH:3]=1 |f:4.5.6|. Procedure: 150 mg (0.45 mmoles) 4-bromo-N-indan-2-yl-4-fluoro-benzamide, 1 mg palladium-(II)-acetate, 3.4 mg tri-o-tolyl phosphine and 88 mg (0.72 mmoles) para-fluorostyrene were combined in 2 ml triethylamine and stirred under reflux for 9 h. Subsequently, the reaction mixture was poured on a mixture of ice and diluted HCl, the mixture extracted with ethyl acetate and the resulting solution dried and evaporated to dryness. The residual oil was purified using prep. HPLC chromatography. (RP18, acetonitrile/... Reactants: CCO, [H][H], CC(C)(C)OC(=O)n1ncc2c([N+](=O)[O-])cccc21. Product: CC(C)(C)OC(=O)n1ncc2c(N)cccc21. Reaction SMILES: [CH3:22][CH2:23][OH:24].[H:20][H:21].[N+:1]([O-:2])(=[O:3])[c:4]1[c:5]2[cH:6][n:7][n:8]([C:13](=[O:14])[O:15][C:16]([CH3:17])([CH3:18])[CH3:19])[c:9]2[cH:10][cH:11][cH:12]1>>[NH2:1][c:4]1[c:5]2[cH:6][n:7][n:8]([C:13](=[O:14])[O:15][C:16]([CH3:17])([CH3:18])[CH3:19])[c:9]2[cH:10][cH:11][cH:12]1. Reactants: CON1C(CC(CC1(C)C)N(CCCCCCN(C1=NC(=NC(=N1)Cl)NCCCCC1CC(N(C(C1)(C)C)OC)(C)C)C1CC(N(C(C1)(C)C)OC)(C)C)C1=NC(=NC(=N1)Cl)NCCCCC1CC(N(C(C1)(C)C)OC)(C)C)(C)C (N,N'-bis(1-methoxy-2,2,6,6-tetramethylpiperidin-4-yl)-N,N'-bis{2-chloro-4-[N-(1-methoxy-2,2,6,6-tetramethylpiperidin-4-yl)butylamino]-1,3,5-triazin-6-yl}-1,6-hexanediamine), C(O)CN (ethanolamine). The product is CON1C(CC(CC1(C)C)N(CCCCCCN(C1=NC(=NC(=N1)NCCO)NCCCCC1CC(N(C(C1)(C)C)OC)(C)C)C1CC(N(C(C1)(C)C)OC)(C)C)C1=NC(=NC(=N1)NCCO)NCCCCC1CC(N(C(C1)(C)C)OC)(C)C)(C)C (N,N'-Bis(1-methoxy-2,2,6,6-tetramethylpiperidin-4-yl)-N,N'-bis{2-[(2-hydroxyethyl)-amino]-4-[N-(1-methoxy-2,2,6,6-tetramethylpiperidin-4yl)butylamino]-1,3,5-triazin-6-yl}-1,6-hexanediamine). RXN SMILES: [CH3:1][O:2][N:3]1[C:8]([CH3:10])([CH3:9])[CH2:7][CH:6]([N:11]([C:55]2[N:60]=[C:59](Cl)[N:58]=[C:57]([NH:62][CH2:63][CH2:64][CH2:65][CH2:66][CH:67]3[CH2:72][C:71]([CH3:74])([CH3:73])[N:70]([O:75][CH3:76])[C:69]([CH3:78])([CH3:77])[CH2:68]3)[N:56]=2)[CH2:12][CH2:13][CH2:14][CH2:15][CH2:16][CH2:17][N:18]([CH:43]2[CH2:48][C:47]([CH3:50])([CH3:49])[N:46]([O:51][CH3:52])[C:45]([CH3:54])([CH3:53])[CH2:44]2)[C:19]2[N:24]=[C:23](Cl)[N:22]=[C:21]([NH:26][CH2:27][CH2:28][CH2:29][CH2:30][CH:31]3[CH2:36][C:35]([CH3:38])([CH3:37])[N:34]([O:39][CH3:40])[C:33]([CH3:42])([CH3:41])[CH2:32]3)[N:20]=2)[CH2:5][C:4]1([CH3:80])[CH3:79].[CH2:81]([CH2:83][NH2:84])[OH:82]>>[CH3:1][O:2][N:3]1[C:8]([CH3:10])([CH3:9])[CH2:7][CH:6]([N:11]([C:55]2[N:60]=[C:59]([NH:84][CH2:83][CH2:81][OH:82])[N:58]=[C:57]([NH:62][CH2:63][CH2:64][CH2:65][CH2:66][CH:67]3[CH2:72][C:71]([CH3:74])([CH3:73])[N:70]([O:75][CH3:76])[C:69]([CH3:78])([CH3:77])[CH2:68]3)[N:56]=2)[CH2:12][CH2:13][CH2:14][CH2:15][CH2:16][CH2:17][N:18]([CH:43]2[CH2:48][C:47]([CH3:50])([CH3:49])[N:46]([O:51][CH3:52])[C:45]([CH3:54])([CH3:53])[CH2:44]2)[C:19]2[N:24]=[C:23]([NH:84][CH2:83][CH2:81][OH:82])[N:22]=[C:21]([NH:26][CH2:27][CH2:28][CH2:29][CH2:30][CH:31]3[CH2:36][C:35]([CH3:38])([CH3:37])[N:34]([O:39][CH3:40])[C:33]([CH3:42])([CH3:41])[CH2:32]3)[N:20]=2)[CH2:5][C:4]1([CH3:80])[CH3:79]. Procedure: The title compound is prepared from the reaction of N,N'-bis(1-methoxy-2,2,6,6-tetramethylpiperidin-4-yl)-N,N'-bis{2-chloro-4-[N-(1-methoxy-2,2,6,6-tetramethylpiperidin-4-yl)butylamino]-1,3,5-triazin-6-yl}-1,6-hexanediamine and ethanolamine. The reactants are ClC1=NC2=CC=C(C=C2C(=C1CC1=CC=C(C=C1)N1N=CC=C1)Cl)C(O)(C=1C=NC(=CC1)C(F)(F)F)C1=CN=CN1C ({2,4-Dichloro-3-[4-(1H-pyrazol-1-yl)benzyl]quinolin-6-yl}(1-methyl-1H-imidazol-5-yl) [6-(trifluoromethyl)pyridin-3-yl]methanol), ClC1=NC2=CC=C(C=C2C(=C1CC1=CC=C(C=C1)N1N=CC=C1)Cl)C(O)(C=1C=NC(=CC1)C(F)(F)F)C1=CN=CN1C ({2,4-Dichloro-3-[4-(1H-pyrazol-1-yl)benzyl]quinolin-6-yl}(1-methyl-1H-imidazol-5-yl) [6-(trifluoromethyl)pyridin-3-yl]methanol), N1CCOCC1 (morpholine). Solvent: CN(C)C=O (DMF). Run at temperature 100 celsius. Yields the product ClC1=C(C(=NC2=CC=C(C=C12)C(O)(C=1C=NC(=CC1)C(F)(F)F)C1=CN=CN1C)N1CCOCC1)CC1=CC=C(C=C1)N1N=CC=C1 ({4-Chloro-2-morpholin-4-yl-3-[4-(1H-pyrazol-1-yl)benzyl]quinolin-6-yl}(1-methyl-1H-imidazol-5-yl)[6-(trifluoromethyl)pyridin-3-yl]methanol). Reaction SMILES: Cl[C:2]1[C:11]([CH2:12][C:13]2[CH:18]=[CH:17][C:16]([N:19]3[CH:23]=[CH:22][CH:21]=[N:20]3)=[CH:15][CH:14]=2)=[C:10]([Cl:24])[C:9]2[C:4](=[CH:5][CH:6]=[C:7]([C:25]([C:37]3[N:41]([CH3:42])[CH:40]=[N:39][CH:38]=3)([C:27]3[CH:28]=[N:29][C:30]([C:33]([F:36])([F:35])[F:34])=[CH:31][CH:32]=3)[OH:26])[CH:8]=2)[N:3]=1.[NH:43]1[CH2:48][CH2:47][O:46][CH2:45][CH2:44]1>CN(C=O)C>[Cl:24][C:10]1[C:9]2[C:4](=[CH:5][CH:6]=[C:7]([C:25]([C:37]3[N:41]([CH3:42])[CH:40]=[N:39][CH:38]=3)([C:27]3[CH:28]=[N:29][C:30]([C:33]([F:35])([F:36])[F:34])=[CH:31][CH:32]=3)[OH:26])[CH:8]=2)[N:3]=[C:2]([N:43]2[CH2:48][CH2:47][O:46][CH2:45][CH2:44]2)[C:11]=1[CH2:12][C:13]1[CH:18]=[CH:17][C:16]([N:19]2[CH:23]=[CH:22][CH:21]=[N:20]2)=[CH:15][CH:14]=1. Procedure: {2,4-Dichloro-3-[4-(1H-pyrazol-1-yl)benzyl]quinolin-6-yl}(1-methyl-1H-imidazol-5-yl)pyrimidin-2-ylmethanol (100 mg, 0.164 mmol, Intermediate 65), morpholine (144 mg, 1.64 mmol) and DMF (2 mL) were combined in a reaction tube, then sealed and heated to 100° C. and maintained at that temperature for 48 hours. The vessel was then cooled to room temperature and the solvent was removed by a stream of nitrogen. The crude material was purified via reverse phase chromatography using acetonitrile with am... The reactants are ClC1=NC2=C3N=CC=CC3=CC=C2C=C1 (2-Chloro-1.10-phenanthroline), S(=O)(=O)(OC)OC (dimethyl sulfate). Run in C(C)OCC (Diethyl ether). Conditions: temperature 120 celsius, time 1 hour. The product is S(=O)(=O)(O)[O-].ClC=1C=CC2=CC=C3C=CC=[N+](C3=C2N1)C (9-Chloro-1-methyl-1,10-phenanthrolinium hydrogen sulfate). Isolated yield 78.0%. Reaction SMILES: [Cl:1][C:2]1[CH:15]=[CH:14][C:13]2[C:4](=[C:5]3[C:10](=[CH:11][CH:12]=2)[CH:9]=[CH:8][CH:7]=[N:6]3)[N:3]=1.[S:16]([O:21]C)([O:19][CH3:20])(=[O:18])=[O:17]>C(OCC)C>[S:16]([O-:21])([OH:19])(=[O:18])=[O:17].[Cl:1][C:2]1[CH:15]=[CH:14][C:13]2[C:4]([N:3]=1)=[C:5]1[C:10]([CH:9]=[CH:8][CH:7]=[N+:6]1[CH3:20])=[CH:11][CH:12]=2 |f:3.4|. Procedure details: Under a stream of argon, to compound (3) (5.2 g; 24.2 mmol), dimethyl sulfate (22.1 g; 175 mmol) was added at room temperature over 10 minutes. The reaction temperature was raised to 120° C. and the resulting reaction mixture was stirred for 1 hour and then cooled to room temperature. Diethyl ether was added thereto and light brown crude crystals which precipitated out were separated by filtration. The obtained crude crystals were washed with a solution of diethyl ether/ethanol=1/1 to 1/2 and dr... Reactants: ClC=1N=CC(=C2C=CC(=NC12)C)I (8-chloro-5-iodo-2-methyl-[1,7]naphthyridine), N1=CN=CC(=C1)B(O)O (5-pyrimidineboronic acid), NC1=CC(=NC=C1)Cl (4-amino-2-chloropyridine). Yields the product ClC1=NC=CC(=C1)NC=1N=CC(=C2C=CC(=NC12)C)C=1C=NC=NC1 ((2-Chloro-pyridin-4-yl)-(2-methyl-5-pyrimidin-5-yl-[1,7]naphthyridin-8-yl)-amine). Reaction SMILES: Cl[C:2]1[N:3]=[CH:4][C:5](I)=[C:6]2[C:11]=1[N:10]=[C:9]([CH3:12])[CH:8]=[CH:7]2.[N:14]1[CH:19]=[C:18](B(O)O)[CH:17]=[N:16][CH:15]=1.[NH2:23][C:24]1[CH:29]=[CH:28][N:27]=[C:26]([Cl:30])[CH:25]=1>>[Cl:30][C:26]1[CH:25]=[C:24]([NH:23][C:2]2[N:3]=[CH:4][C:5]([C:18]3[CH:19]=[N:14][CH:15]=[N:16][CH:17]=3)=[C:6]3[C:11]=2[N:10]=[C:9]([CH3:12])[CH:8]=[CH:7]3)[CH:29]=[CH:28][N:27]=1. Procedure: The title compound, MS: m/e=349.2 (M+H+), was prepared in accordance with the general method of example 15 step 1 and step 3 from 8-chloro-5-iodo-2-methyl-[1,7]naphthyridine (Example I), 5-pyrimidineboronic acid and 4-amino-2-chloropyridine. Starting materials: IC=1C=C2C(=C(C=NC2=CC1)C=1OC(=CN1)C)OC (6-iodo-4-methoxy-3-(5-methyl-oxazol-2-yl)-quinoline), C1(=CC=CC=C1)C(CCP)C1=CC=CC=C1 (diphenylpropylphosphine), CN(C=O)C (N,N-dimethylformamide), C(CCCCC)[SiH](CCCCCC)CCCCCC (trihexylsilane). Reagents/catalysts: C(C)(=O)[O-].[Pd+2].C(C)(=O)[O-] (palladium(II) acetate). Run at time 10 minute. Product: C(=O)C=1C=C2C(=C(C=NC2=CC1)C=1OC(=CN1)C)OC (6-formyl-4-methoxy-3-(5-methyl-oxazol-2-yl)-quinoline). Yield: 40.0%. As a reaction SMILES: I[C:2]1[CH:3]=[C:4]2[C:9](=[CH:10][CH:11]=1)[N:8]=[CH:7][C:6]([C:12]1[O:13][C:14]([CH3:17])=[CH:15][N:16]=1)=[C:5]2[O:18][CH3:19].C1(C(C2C=CC=CC=2)CCP)C=CC=CC=1.C([SiH](CCCCCC)CCCCCC)CCCCC.CN(C)[CH:57]=[O:58]>C([O-])(=O)C.[Pd+2].C([O-])(=O)C>[CH:57]([C:2]1[CH:3]=[C:4]2[C:9](=[CH:10][CH:11]=1)[N:8]=[CH:7][C:6]([C:12]1[O:13][C:14]([CH3:17])=[CH:15][N:16]=1)=[C:5]2[O:18][CH3:19])=[O:58] |f:4.5.6|. Procedure: A mixture of 6-iodo-4-methoxy-3-(5-methyl-oxazol-2-yl)-quinoline (example 16c) (492 mg, 1.34 mmol), trethylamine (0.46 mL, 3.35 mmol), diphenylpropylphosphine (dpp, 31 uL, 0.13 mmol) and palladium(II) acetate (31 mg, 0.13 mmol) in dry N,N-dimethylformamide (20 mL) in pressure tube was stirred under carbon monoxide at 75 psi at room temperature for 10 min. After addition of trihexylsilane (1.01 mL, 2.68 mmol), the mixture was then stirred under carbon monoxide at 75 psi at 80° C. for 5 h. The rea...